This data is from the Open Reaction Database (ORD), a public repository of structured organic reaction records. The task is: describe an organic reaction: reactants, conditions, products, and yield Yields the product ClC=1C=CC(=C(C(=O)N[C@@H](C)C2=CC=C(C(=O)OC)C=C2)C1)COC1=CC=C(C=C1)C (Methyl 4-[(1S)-1-({5-chloro-2-[(4-methylphenoxy)methyl]benzoyl}amino)ethyl]benzoate). The reactants are ClC=1C=CC(=C(C(=O)O)C1)COC1=CC=C(C=C1)C (5-Chloro-2-[(4-methylphenoxy)methyl]benzoic acid), Cl.N[C@@H](C)C1=CC=C(C(=O)OC)C=C1 (Methyl 4-[(1S)-1-aminoethyl]benzoate hydrochloride). Reported procedure: The title compound was prepared according to the procedure described in step 6 of Example 1 from 5-chloro-2-[(4-methylphenoxy)methyl]benzoic acid (step 2) and methyl 4-[(1S)-1-aminoethyl]benzoate hydrochloride (step 5 of Example 1): RXN SMILES: [Cl:1][C:2]1[CH:3]=[CH:4][C:5]([CH2:11][O:12][C:13]2[CH:18]=[CH:17][C:16]([CH3:19])=[CH:15][CH:14]=2)=[C:6]([CH:10]=1)[C:7]([OH:9])=O.Cl.[NH2:21][C@H:22]([C:24]1[CH:33]=[CH:32][C:27]([C:28]([O:30][CH3:31])=[O:29])=[CH:26][CH:25]=1)[CH3:23]>>[Cl:1][C:2]1[CH:3]=[CH:4][C:5]([CH2:11][O:12][C:13]2[CH:18]=[CH:17][C:16]([CH3:19])=[CH:15][CH:14]=2)=[C:6]([CH:10]=1)[C:7]([NH:21][C@H:22]([C:24]1[CH:33]=[CH:32][C:27]([C:28]([O:30][CH3:31])=[O:29])=[CH:26][CH:25]=1)[CH3:23])=[O:9] |f:1.2|. Starting materials: N(=[N+]=[N-])C1=C(C=C(C=C1)C(F)(F)F)Cl (1-azido-2-chloro-4-trifluoromethyl-benzene), COC1=CC=C(C=C1)CC#N ((4-methoxy-phenyl)-acetonitrile), C[O-].[Na+] (sodium methoxide), ice. The solvent is C(C)O (ethanol), C(C)O (ethanol), C(C)(=O)OCC (ethyl acetate). Run at time 8 hour. The product is ClC1=C(C=CC(=C1)C(F)(F)F)N1N=NC(=C1N)C1=CC=C(C=C1)OC (3-(2-Chloro-4-trifluoromethyl-phenyl)-5-(4-methoxy-phenyl)-3H-[1,2,3]triazol-4-ylamine). The yield is 19.5%. As a reaction SMILES: [N:1]([C:4]1[CH:9]=[CH:8][C:7]([C:10]([F:13])([F:12])[F:11])=[CH:6][C:5]=1[Cl:14])=[N+:2]=[N-:3].[CH3:15][O:16][C:17]1[CH:22]=[CH:21][C:20]([CH2:23][C:24]#[N:25])=[CH:19][CH:18]=1.C[O-].[Na+]>C(O)C.C(OCC)(=O)C>[Cl:14][C:5]1[CH:6]=[C:7]([C:10]([F:12])([F:13])[F:11])[CH:8]=[CH:9][C:4]=1[N:1]1[C:24]([NH2:25])=[C:23]([C:20]2[CH:21]=[CH:22][C:17]([O:16][CH3:15])=[CH:18][CH:19]=2)[N:3]=[N:2]1 |f:2.3|. Procedure: To an ice-cooled and stirred mixture of 1-azido-2-chloro-4-trifluoromethyl-benzene (1.00 g, 1 eq) and commercial (4-methoxy-phenyl)-acetonitrile (0.797 g, 1.2 eq) in ethanol (10 ml) kept under nitrogen, a solution of sodium methoxide (0.366 g, 1.5 eq) in ethanol (10 ml) is added drop-wise (20 min). After the addition, the reaction mixture is allowed to reach room temperature spontaneously and stirring is then continued overnight at room temperature. The resulting reaction mixture is diluted with... Starting materials: C1COCCO1, CCN(C(C)C)C(C)C, FC(F)(F)c1ccnc(Cl)c1, O=S(=O)(c1ccc(Cl)cc1)C1CCNCC1. Yields the product O=S(=O)(c1ccc(Cl)cc1)C1CCN(c2cc(C(F)(F)F)ccn2)CC1. As a reaction SMILES: [CH2:37]1[O:38][CH2:39][CH2:40][O:41][CH2:42]1.[CH:28]([N:29]([CH2:30][CH3:31])[CH:32]([CH3:33])[CH3:34])([CH3:35])[CH3:36].[Cl:17][c:18]1[n:19][cH:20][cH:21][c:22]([C:24]([F:25])([F:26])[F:27])[cH:23]1.[Cl:1][c:2]1[cH:3][cH:4][c:5]([S:8](=[O:9])(=[O:10])[CH:11]2[CH2:12][CH2:13][NH:14][CH2:15][CH2:16]2)[cH:6][cH:7]1>>[Cl:1][c:2]1[cH:3][cH:4][c:5]([S:8](=[O:9])(=[O:10])[CH:11]2[CH2:12][CH2:13][N:14]([c:18]3[n:19][cH:20][cH:21][c:22]([C:24]([F:25])([F:26])[F:27])[cH:23]3)[CH2:15][CH2:16]2)[cH:6][cH:7]1. The product is CC(C)(C)OC(=O)N1CCCCC1C(O)C(N)Cc1ccccc1. Reactants: CC(C)(C)OC(=O)N1CCCCC1C(O)C(Cc1ccccc1)N(Cc1ccccc1)Cc1ccccc1, CO, [H][H], [OH-], [OH-], [Pd+2]. As a reaction SMILES: [C:1]([CH3:2])([CH3:3])([CH3:4])[O:5][C:6](=[O:7])[N:8]1[CH:9]([CH:14]([CH:15]([CH2:16][c:17]2[cH:18][cH:19][cH:20][cH:21][cH:22]2)[N:23]([CH2:24][c:25]2[cH:26][cH:27][cH:28][cH:29][cH:30]2)[CH2:31][c:32]2[cH:33][cH:34][cH:35][cH:36][cH:37]2)[OH:38])[CH2:10][CH2:11][CH2:12][CH2:13]1.[CH3:44][OH:45].[H:39][H:40].[OH-:41].[OH-:43].[Pd+2:42]>>[C:1]([CH3:2])([CH3:3])([CH3:4])[O:5][C:6](=[O:7])[N:8]1[CH:9]([CH:14]([CH:15]([CH2:16][c:17]2[cH:18][cH:19][cH:20][cH:21][cH:22]2)[NH2:23])[OH:38])[CH2:10][CH2:11][CH2:12][CH2:13]1. The reactants are COC=1C=C(C=CC1NC(=O)NC1=C(C=CC=C1)C)CC(=O)OC1=C(C(=C(C(=C1F)F)F)F)F (pentafluorophenyl 3-methoxy-4-[N′-(2-methylphenyl)ureido]phenylacetate), FC=1C=C(C(=O)OC)C=CC1OCC1NCCC1 (methyl 3-fluoro4-(2-pyrrolidinyl)methoxybenzoate). The solvent is CN(C)C=O (DMF), CCOC(=O)C (EtOAc). Reaction conditions: time 2 hour. Yields the product FC=1C=C(C(=O)OC)C=CC1OCC1N(CCC1)C(CC1=CC(=C(C=C1)NC(=O)NC1=C(C=CC=C1)C)OC)=O (methyl 3-fluoro-4-[[1-[3-methoxy-4-[N′-(2-methylphenyl)ureido]phenylacetyl]-2-pyrrolidinyl]methoxy]benzoate). The yield is 98.2%. As a reaction SMILES: [CH3:1][O:2][C:3]1[CH:4]=[C:5]([CH2:20][C:21]([O:23]C2C(F)=C(F)C(F)=C(F)C=2F)=O)[CH:6]=[CH:7][C:8]=1[NH:9][C:10]([NH:12][C:13]1[CH:18]=[CH:17][CH:16]=[CH:15][C:14]=1[CH3:19])=[O:11].[F:35][C:36]1[CH:37]=[C:38]([CH:43]=[CH:44][C:45]=1[O:46][CH2:47][CH:48]1[CH2:52][CH2:51][CH2:50][NH:49]1)[C:39]([O:41][CH3:42])=[O:40]>CN(C=O)C.CCOC(C)=O>[F:35][C:36]1[CH:37]=[C:38]([CH:43]=[CH:44][C:45]=1[O:46][CH2:47][CH:48]1[CH2:52][CH2:51][CH2:50][N:49]1[C:21](=[O:23])[CH2:20][C:5]1[CH:6]=[CH:7][C:8]([NH:9][C:10]([NH:12][C:13]2[CH:18]=[CH:17][CH:16]=[CH:15][C:14]=2[CH3:19])=[O:11])=[C:3]([O:2][CH3:1])[CH:4]=1)[C:39]([O:41][CH3:42])=[O:40]. Procedure: A mixture of pentafluorophenyl 3-methoxy-4-[N′-(2-methylphenyl)ureido]phenylacetate (324.5 mg, 0.676 mmol), methyl 3-fluoro4-(2-pyrrolidinyl)methoxybenzoate (171.1 mg, 0.676 mmol), Et3 N (113 ul, 0.811 mmol) in DMF (5 mL) was stirred for 2 hr at room temp. The mixture was diluted with EtOAc, washed with brine, and dried over Na2SO4. The solvent was removed under a reduced pressure and the residue was chromatographed on silica-gel with n-hexane:EtOAc (1:2, v/v) as eluent to afford methyl 3-fluoro... The reactants are ClC1=C(C(=CC=C1)Cl)CS(=O)C1=[N+](C=CC=C1C)[O-] (2-[[(2,6-dichlorophenyl)methyl]sulfinyl]-3-methyl-pyridine-N-oxide), ClC1=CC(=CC=C1)C(=O)OO (metachloroperbenzoic acid). Run in C(Cl)(Cl)Cl (chloroform). Run at time 24 hour. The product is ClC1=C(C(=CC=C1)Cl)CS(=O)(=O)C1=[N+](C=CC=C1C)[O-] (2-[[(2,6-dichlorophenyl)methyl]sulfonyl]-3-methyl-pyridine-N-oxide). Yield: 20.1%. RXN SMILES: [Cl:1][C:2]1[CH:7]=[CH:6][CH:5]=[C:4]([Cl:8])[C:3]=1[CH2:9][S:10]([C:12]1[C:17]([CH3:18])=[CH:16][CH:15]=[CH:14][N+:13]=1[O-:19])=[O:11].ClC1C=CC=C(C(OO)=[O:28])C=1>C(Cl)(Cl)Cl>[Cl:8][C:4]1[CH:5]=[CH:6][CH:7]=[C:2]([Cl:1])[C:3]=1[CH2:9][S:10]([C:12]1[C:17]([CH3:18])=[CH:16][CH:15]=[CH:14][N+:13]=1[O-:19])(=[O:28])=[O:11]. Procedure details: To 8.0 g (0.03 mole) of 2[(2,6-dichlorophenyl)methylsulfinyl]-3-methyl-pyridine-N-oxide (See Example 29 above) in 150 ml of chloroform were added 10 g (0.05 mole) of metachloroperbenzoic acid. The mixture was stirred at room temperature for 24 hours, and then was washed with 20% K2CO3, and then with aqueous NaHSO3 until no peroxides were present. The chloroform layer was dried with Na2SO4 and then the mixture was filtered and the solvent removed on a steam bath. The residue was taken up in ether... Reactants: IC=1C=C(C=CC1)C(F)(F)F (3-iodobenzotrifluoride), OC(C(=O)OC)C=C (methyl 2-hydroxy-3-butenoate). Yields the product FC(C=1C=C(C=CC1)CCC(C(=O)OC)=O)(F)F (Methyl 4-[3-(trifluoromethyl)phenyl]-2-oxobutyrate). RXN SMILES: I[C:2]1[CH:3]=[C:4]([C:8]([F:11])([F:10])[F:9])[CH:5]=[CH:6][CH:7]=1.[OH:12][CH:13]([CH:18]=[CH2:19])[C:14]([O:16][CH3:17])=[O:15]>>[F:9][C:8]([F:11])([F:10])[C:4]1[CH:3]=[C:2]([CH2:19][CH2:18][C:13](=[O:12])[C:14]([O:16][CH3:17])=[O:15])[CH:7]=[CH:6][CH:5]=1. Reported procedure: Methyl 4-[3-(trifluoromethyl)phenyl]-2-oxobutyrate was prepared as an oil from 3-iodobenzotrifluoride and methyl 2-hydroxy-3-butenoate. Reactants: C(C1=CC=CC=C1)O[C@H](C)C=1OC2=CC=C(C=C2C(C1C1=CC=CC=C1)=O)F ((R)-2-(1-(benzyloxy)ethyl)-6-fluoro-3-phenyl-4H-chromen-4-one), [Cl-].[Al+3].[Cl-].[Cl-] (aluminium chloride). The solvent is ClCCl (dichloromethane). Conditions: time 6 hour. The product is FC=1C=C2C(C(=C(OC2=CC1)[C@@H](C)O)C1=CC=CC=C1)=O ((R)-6-fluoro-2-(1-hydroxyethyl)-3-phenyl-4H-chromen-4-one). Isolated yield 72.9%. As a reaction SMILES: C([O:8][C@@H:9]([C:11]1[O:12][C:13]2[C:18]([C:19](=[O:27])[C:20]=1[C:21]1[CH:26]=[CH:25][CH:24]=[CH:23][CH:22]=1)=[CH:17][C:16]([F:28])=[CH:15][CH:14]=2)[CH3:10])C1C=CC=CC=1.[Cl-].[Al+3].[Cl-].[Cl-]>ClCCl>[F:28][C:16]1[CH:17]=[C:18]2[C:13](=[CH:14][CH:15]=1)[O:12][C:11]([C@H:9]([OH:8])[CH3:10])=[C:20]([C:21]1[CH:22]=[CH:23][CH:24]=[CH:25][CH:26]=1)[C:19]2=[O:27] |f:1.2.3.4|. Procedure details: To (R)-2-(1-(benzyloxy)ethyl)-6-fluoro-3-phenyl-4H-chromen-4-one (0.63 g, 1.68 mmol) in dichloromethane (6 ml) cooled to 0° C., aluminium chloride (0.330 g, 2.52 mmol) was added portion wise and stirred at RT for 6 h. The reaction mixture was quenched with 2N HCl solution, extracted with dichloromethane, dried over sodium sulphate and concentrated under reduced pressure. The crude product was purified by column chromatography with ethyl acetate:petroleum ether to afford the title compound as yel...